This data is from the Open Reaction Database (ORD), a public repository of structured organic reaction records. The task is: describe an organic reaction: reactants, conditions, products, and yield The reactants are COCC(=O)Cl, Cc1ccccc1, CN(C)c1ccncc1, Cl, COCCCc1cn(C)c2ccc(C(O)C(CC3COC(C)(C)N3C(=O)OC(C)(C)C)C(C)C)cc12, c1ccncc1. Yields the product COCCCc1cn(C)c2ccc(C(OC(=O)COC)C(CC3COC(C)(C)N3C(=O)OC(C)(C)C)C(C)C)cc12. As a reaction SMILES: [CH3:43][O:44][CH2:45][C:46](=[O:47])[Cl:48].[CH3:50][c:51]1[cH:52][cH:53][cH:54][cH:55][cH:56]1.[CH3:57][N:58]([CH3:59])[c:60]1[cH:61][cH:62][n:63][cH:64][cH:65]1.[ClH:49].[OH:1][CH:2]([CH:3]([CH2:4][CH:5]1[N:6]([C:12](=[O:13])[O:14][C:15]([CH3:16])([CH3:17])[CH3:18])[C:7]([CH3:10])([CH3:11])[O:8][CH2:9]1)[CH:19]([CH3:20])[CH3:21])[c:22]1[cH:23][c:24]2[c:25]([CH2:32][CH2:33][CH2:34][O:35][CH3:36])[cH:26][n:27]([CH3:31])[c:28]2[cH:29][cH:30]1.[cH:37]1[cH:38][cH:39][n:40][cH:41][cH:42]1>>[O:1]([CH:2]([CH:3]([CH2:4][CH:5]1[N:6]([C:12](=[O:13])[O:14][C:15]([CH3:16])([CH3:17])[CH3:18])[C:7]([CH3:10])([CH3:11])[O:8][CH2:9]1)[CH:19]([CH3:20])[CH3:21])[c:22]1[cH:23][c:24]2[c:25]([CH2:32][CH2:33][CH2:34][O:35][CH3:36])[cH:26][n:27]([CH3:31])[c:28]2[cH:29][cH:30]1)[C:46]([CH2:45][O:44][CH3:43])=[O:47]. Reactants: C(C)(C)(C)C1=CC(=C(C=N1)C=1N([C@]([C@](N1)(C)C1=CC=C(C=C1)Cl)(C)C1=CC=C(C=C1)Cl)C(=O)N1CCC(CC1)CC(=O)O)OCC ({1-[(4S,5R)-2-(6-tert-butyl-4-ethoxy-pyridin-3-yl)-4,5-bis-(4-chloro-phenyl)-4,5-dimethyl-4,5-dihydro-imidazole-1-carbonyl]-piperidin-4-yl}-acetic acid), FC=1C=C(CCN)C=CC1 (3-fluorophenethyl-amine). Yields the product C(C)(C)(C)C1=CC(=C(C=N1)C=1N([C@]([C@](N1)(C)C1=CC=C(C=C1)Cl)(C)C1=CC=C(C=C1)Cl)C(=O)N1CCC(CC1)CC(=O)NCCC1=CC(=CC=C1)F)OCC (2-{1-[(4S,5R)-2-(6-tert-Butyl-4-ethoxy-pyridin-3-yl)-4,5-bis-(4-chloro-phenyl)-4,5-dimethyl-4,5-dihydro-imidazole-1-carbonyl]-piperidin-4-yl}-N-[2-(3-fluoro-phenyl)-ethyl]-acetamide). Reaction SMILES: [C:1]([C:5]1[N:10]=[CH:9][C:8]([C:11]2[N:12]([C:32]([N:34]3[CH2:39][CH2:38][CH:37]([CH2:40][C:41]([OH:43])=O)[CH2:36][CH2:35]3)=[O:33])[C@@:13]([C:25]3[CH:30]=[CH:29][C:28]([Cl:31])=[CH:27][CH:26]=3)([CH3:24])[C@@:14]([C:17]3[CH:22]=[CH:21][C:20]([Cl:23])=[CH:19][CH:18]=3)([CH3:16])[N:15]=2)=[C:7]([O:44][CH2:45][CH3:46])[CH:6]=1)([CH3:4])([CH3:3])[CH3:2].[F:47][C:48]1[CH:49]=[C:50]([CH:54]=[CH:55][CH:56]=1)[CH2:51][CH2:52][NH2:53]>>[C:1]([C:5]1[N:10]=[CH:9][C:8]([C:11]2[N:12]([C:32]([N:34]3[CH2:39][CH2:38][CH:37]([CH2:40][C:41]([NH:53][CH2:52][CH2:51][C:50]4[CH:54]=[CH:55][CH:56]=[C:48]([F:47])[CH:49]=4)=[O:43])[CH2:36][CH2:35]3)=[O:33])[C@@:13]([C:25]3[CH:30]=[CH:29][C:28]([Cl:31])=[CH:27][CH:26]=3)([CH3:24])[C@@:14]([C:17]3[CH:18]=[CH:19][C:20]([Cl:23])=[CH:21][CH:22]=3)([CH3:16])[N:15]=2)=[C:7]([O:44][CH2:45][CH3:46])[CH:6]=1)([CH3:3])([CH3:4])[CH3:2]. Procedure: In a manner analogous to the method described in example 163, {1-[(4S,5R)-2-(6-tert-butyl-4-ethoxy-pyridin-3-yl)-4,5-bis-(4-chloro-phenyl)-4,5-dimethyl-4,5-dihydro-imidazole-1-carbonyl]-piperidin-4-yl}-acetic acid was reacted with 3-fluorophenethyl-amine (Aldrich) to give the title product. LC-MS (ES+) 786 [(M+H)+].